This data is from the Open Reaction Database (ORD), a public repository of structured organic reaction records. The task is: describe an organic reaction: reactants, conditions, products, and yield The reactants are CCOC(=O)CCBr, O=C([O-])[O-], CC#N, O=Cc1c[nH]c2ccccc12, [K+], [K+]. Yields the product CCOC(=O)CCn1cc(C=O)c2ccccc21. Reaction SMILES: [Br:12][CH2:13][CH2:14][C:15](=[O:16])[O:17][CH2:18][CH3:19].[C:20](=[O:21])([O-:22])[O-:23].[CH3:26][C:27]#[N:28].[CH:1](=[O:2])[c:3]1[cH:4][nH:5][c:6]2[cH:7][cH:8][cH:9][cH:10][c:11]12.[K+:24].[K+:25]>>[CH:1](=[O:2])[c:3]1[cH:4][n:5]([CH2:13][CH2:14][C:15](=[O:16])[O:17][CH2:18][CH3:19])[c:6]2[cH:7][cH:8][cH:9][cH:10][c:11]12. The reactants are [Br-], [Br-], [Br-], C[N+]1(CCCc2ccccc2)CCC(OC(=O)C(O)(c2ccccc2)C2CCCC2)CC1, C[N+]1(CCCc2ccccc2)CCC(O)CC1, C[N+]1(CCOc2ccccc2)CCC(O)CC1. Product: [Br-], C[N+]1(CCOc2ccccc2)CCC(OC(=O)C(O)(c2ccccc2)C2CCCC2)CC1. As a reaction SMILES: [Br-:1].[Br-:34].[Br-:52].[CH:2]1([C:7]([C:8](=[O:9])[O:10][CH:11]2[CH2:12][CH2:13][N+:14]([CH2:17][CH2:18][CH2:19][c:20]3[cH:21][cH:22][cH:23][cH:24][cH:25]3)([CH3:26])[CH2:15][CH2:16]2)([c:27]2[cH:28][cH:29][cH:30][cH:31][cH:32]2)[OH:33])[CH2:3][CH2:4][CH2:5][CH2:6]1.[OH:35][CH:36]1[CH2:37][CH2:38][N+:39]([CH3:40])([CH2:41][CH2:42][CH2:43][c:44]2[cH:45][cH:46][cH:47][cH:48][cH:49]2)[CH2:50][CH2:51]1.[OH:53][CH:54]1[CH2:55][CH2:56][N+:57]([CH3:58])([CH2:59][CH2:60][O:62][c:63]2[cH:64][cH:65][cH:66][cH:67][cH:68]2)[CH2:61][CH2:69]1>>[Br-:1].[CH:2]1([C:7]([C:8](=[O:9])[O:10][CH:11]2[CH2:12][CH2:13][N+:14]([CH2:17][CH2:18][O:62][c:63]3[cH:64][cH:65][cH:66][cH:67][cH:68]3)([CH3:26])[CH2:15][CH2:16]2)([c:27]2[cH:28][cH:29][cH:30][cH:31][cH:32]2)[OH:33])[CH2:3][CH2:4][CH2:5][CH2:6]1. Starting materials: C(C1=CC=NC=C1)=O (Isonicotinaldehyde), CN1C(NC(=CC1=O)NN=CC1=CC=CC2=CC=CC=C12)=O (1-naphthaldehyde (1-methyl-2,6-dioxo-1,2,3,6-tetrahydropyrimidin-4-yl)hydrazone), C(C)(=O)O (acetic acid), N1CCCCC1 (Piperidine). Solvent: CN(C=O)C (dimethylformamide), C(C)(C)O (isopropanol). Conditions: temperature 120 celsius. Product: CN1C(NC=2C(C1=O)=C(N(N2)CC2=CC=CC1=CC=CC=C21)C2=CC=NC=C2)=O (5-methyl-2-(1-naphthylmethyl)-3-pyridin-4-yl-2H-pyrazolo[3,4-d]pyrimidine-4,6(5H,7H)-dione). Isolated yield 62.6%. RXN SMILES: [CH:1](=O)[C:2]1[CH:7]=[CH:6][N:5]=[CH:4][CH:3]=1.[CH3:9][N:10]1[C:15](=[O:16])[CH:14]=[C:13]([NH:17][N:18]=[CH:19][C:20]2[C:29]3[C:24](=[CH:25][CH:26]=[CH:27][CH:28]=3)[CH:23]=[CH:22][CH:21]=2)[NH:12][C:11]1=[O:30].N1CCCCC1.C(O)(=O)C>CN(C)C=O.C(O)(C)C>[CH3:9][N:10]1[C:15](=[O:16])[C:14]2=[C:1]([C:2]3[CH:7]=[CH:6][N:5]=[CH:4][CH:3]=3)[N:18]([CH2:19][C:20]3[C:29]4[C:24](=[CH:25][CH:26]=[CH:27][CH:28]=4)[CH:23]=[CH:22][CH:21]=3)[N:17]=[C:13]2[NH:12][C:11]1=[O:30]. Reported procedure: Isonicotinaldehyde (0.87 g) was added to a solution of 1-naphthaldehyde (1-methyl-2,6-dioxo-1,2,3,6-tetrahydropyrimidin-4-yl)hydrazone (2.0 g) in dimethylformamide (66 ml) and isopropanol (16 ml). Piperidine (0.66 ml) was added followed by glacial acetic acid (0.08 ml). The solution was heated at 120° C. for 16 hours. Reaction cooled to room temperature, solids precipitated was filtered, and dried to give the subtitle compound (1.63 g). Mass: 383.93 (M+H). The reactants are Cl, O=C(Nc1ccc(S(=O)(=O)Nc2nccs2)cc1F)C(F)(F)F, [Na+], [OH-], O. The product is Nc1ccc(S(=O)(=O)Nc2nccs2)cc1F. As a reaction SMILES: [ClH:26].[F:1][C:2]([F:3])([F:4])[C:22]([NH:5][c:6]1[c:7]([F:21])[cH:8][c:9]([S:12]([NH:13][c:14]2[s:15][cH:16][cH:17][n:18]2)(=[O:19])=[O:20])[cH:10][cH:11]1)=[O:23].[Na+:25].[OH-:24].[OH2:27]>>[NH2:5][c:6]1[c:7]([F:21])[cH:8][c:9]([S:12]([NH:13][c:14]2[s:15][cH:16][cH:17][n:18]2)(=[O:19])=[O:20])[cH:10][cH:11]1. Starting materials: CCOC(=O)C.C(C)(=O)O (EtOAc acetic acid), C(C)OC(=O)C1=C(C=C2C=NN(C2=C1)C1OCCCC1)OC1=C(C=C(C=C1)[N+](=O)[O-])F (ethyl-5-(2-fluoro-4-nitrophenoxy)-1-(tetrahydro-2H-pyran-2-yl)-1H-indazole-6-carboxylate), [Li+].[OH-] (LiOH). Solvent: C1CCOC1 (THF), CO (MeOH), O (H2O). Reaction conditions: time 1.5 hour. The product is FC1=C(OC=2C=C3C=NN(C3=CC2C(=O)O)C2OCCCC2)C=CC(=C1)[N+](=O)[O-] (5-(2-Fluoro-4-nitrophenoxy)-1-(tetrahydro-2H-pyran-2-yl)-1H-indazole-6-carboxylic acid). Yield: 94.9%. RXN SMILES: C([O:3][C:4]([C:6]1[CH:14]=[C:13]2[C:9]([CH:10]=[N:11][N:12]2[CH:15]2[CH2:20][CH2:19][CH2:18][CH2:17][O:16]2)=[CH:8][C:7]=1[O:21][C:22]1[CH:27]=[CH:26][C:25]([N+:28]([O-:30])=[O:29])=[CH:24][C:23]=1[F:31])=[O:5])C.[Li+].[OH-].CCOC(C)=O.C(O)(=O)C>C1COCC1.CO.O>[F:31][C:23]1[CH:24]=[C:25]([N+:28]([O-:30])=[O:29])[CH:26]=[CH:27][C:22]=1[O:21][C:7]1[CH:8]=[C:9]2[C:13](=[CH:14][C:6]=1[C:4]([OH:5])=[O:3])[N:12]([CH:15]1[CH2:20][CH2:19][CH2:18][CH2:17][O:16]1)[N:11]=[CH:10]2 |f:1.2,3.4|. Procedure details: To a solution of ethyl-5-(2-fluoro-4-nitrophenoxy)-1-(tetrahydro-2H-pyran-2-yl)-1H-indazole-6-carboxylate (22 g, 51.2 mmol) in THF (60 mL) and MeOH (60 mL) and H2O (10 mL) is added LiOH (3 g, 125 mmol). The resulting solution is stirred at RT for 1.5 hours and the organic solvents are removed. The aqueous residue is acidified with cold 6N HCl to pH 2, and extracted with EtOAc (150 mL). The organic phase is separated, dried, and concentrated. The residue is purified by silica gel column chromatog... Starting materials: COC(OC)N(C)C, CCCCCCC, CNc1c(C(F)(F)F)ccc(C(=O)CC(=O)C2CC2)c1S(C)(=O)=O. Product: CNc1c(C(F)(F)F)ccc(C(=O)C(=CN(C)C)C(=O)C2CC2)c1S(C)(=O)=O. As a reaction SMILES: [CH3:25][O:26][CH:27]([N:28]([CH3:29])[CH3:30])[O:31][CH3:32].[CH3:33][CH2:34][CH2:35][CH2:36][CH2:37][CH2:38][CH3:39].[CH:1]1([C:4]([CH2:5][C:6](=[O:7])[c:8]2[c:9]([S:20](=[O:21])(=[O:22])[CH3:23])[c:10]([NH:18][CH3:19])[c:11]([C:14]([F:15])([F:16])[F:17])[cH:12][cH:13]2)=[O:24])[CH2:2][CH2:3]1>>[CH:1]1([C:4]([C:5]([C:6](=[O:7])[c:8]2[c:9]([S:20](=[O:21])(=[O:22])[CH3:23])[c:10]([NH:18][CH3:19])[c:11]([C:14]([F:15])([F:16])[F:17])[cH:12][cH:13]2)=[CH:27][N:28]([CH3:29])[CH3:30])=[O:24])[CH2:2][CH2:3]1. RXN SMILES: [CH:1]1([N:6]2[CH2:11][CH2:10][N:9]([C:12]([C:14]3[CH:15]=[C:16]4[C:20](=[CH:21][CH:22]=3)[NH:19][C:18]([C:23]([OH:25])=O)=[CH:17]4)=[O:13])[CH2:8][CH2:7]2)[CH2:5][CH2:4][CH2:3][CH2:2]1.Cl.F[B-](F)(F)F.N1([O:41][C:42](N(C)C)=[N+](C)C)C2C=CC=CC=2N=N1.C([N:52]([CH2:56][CH3:57])[CH:53]([CH3:55])C)(C)C>CN(C)C=O>[CH:1]1([N:6]2[CH2:11][CH2:10][N:9]([C:12]([C:14]3[CH:15]=[C:16]4[C:20](=[CH:21][CH:22]=3)[NH:19][C:18]([C:23]([N:52]3[CH2:53][CH2:55][CH:42]([OH:41])[CH2:57][CH2:56]3)=[O:25])=[CH:17]4)=[O:13])[CH2:8][CH2:7]2)[CH2:5][CH2:4][CH2:3][CH2:2]1 |f:2.3|. Procedure: The title compound was synthesized in analogy to example 1, from 5-(4-cyclopentyl-piperazine-1-carbonyl)-1H-indole-2-carboxylic acid 1:1 hydrochloride, O-(benzotriazol-1-yl)-N,N,N′,N′-tetramethyluronium tetrafluoroborate (commercially available), 2,4-difluoro piperidine(commercially available) and N,N-diisopropylethylamine in N,N-dimethylformamide to give the desired product after purification by preparative HPLC on reversed phase eluting with a gradient formed from acetonitrile/water/formic aci... Run in CN(C=O)C (N,N-dimethylformamide). Product: C1(CCCC1)N1CCN(CC1)C(=O)C=1C=C2C=C(NC2=CC1)C(=O)N1CCC(CC1)O ([5-(4-Cyclopentyl-piperazine-1-carbonyl)-1H-indol-2-yl]-(4-hydroxy-piperidin-1-yl)-methanone). Starting materials: C1(CCCC1)N1CCN(CC1)C(=O)C=1C=C2C=C(NC2=CC1)C(=O)O (5-(4-cyclopentyl-piperazine-1-carbonyl)-1H-indole-2-carboxylic acid), Cl (hydrochloride), F[B-](F)(F)F.N1(N=NC2=C1C=CC=C2)OC(=[N+](C)C)N(C)C (O-(benzotriazol-1-yl)-N,N,N′,N′-tetramethyluronium tetrafluoroborate), 2,4-difluoro piperidine(commercially available), C(C)(C)N(C(C)C)CC (N,N-diisopropylethylamine).